This data is from the Open Reaction Database (ORD), a public repository of structured organic reaction records. The task is: describe an organic reaction: reactants, conditions, products, and yield Reactants: CN(C)S(=O)(=O)c1cc(Cl)ccc1Nc1nc(Cl)ncc1Cl, COc1cc2c(cc1N)CCN(CC(=O)N1CCOCC1)CC2. Product: COc1cc2c(cc1Nc1ncc(Cl)c(Nc3ccc(Cl)cc3S(=O)(=O)N(C)C)n1)CCN(CC(=O)N1CCOCC1)CC2. Reaction SMILES: [Cl:24][c:25]1[cH:26][cH:27][c:28]([NH:37][c:38]2[n:39][c:40]([Cl:45])[n:41][cH:42][c:43]2[Cl:44])[c:29]([S:31](=[O:32])(=[O:33])[N:34]([CH3:35])[CH3:36])[cH:30]1.[NH2:1][c:2]1[cH:3][c:4]2[c:5]([cH:20][c:21]1[O:22][CH3:23])[CH2:6][CH2:7][N:8]([CH2:11][C:12](=[O:13])[N:14]1[CH2:15][CH2:16][O:17][CH2:18][CH2:19]1)[CH2:9][CH2:10]2>>[NH:1]([c:2]1[cH:3][c:4]2[c:5]([cH:20][c:21]1[O:22][CH3:23])[CH2:6][CH2:7][N:8]([CH2:11][C:12](=[O:13])[N:14]1[CH2:15][CH2:16][O:17][CH2:18][CH2:19]1)[CH2:9][CH2:10]2)[c:40]1[n:39][c:38]([NH:37][c:28]2[cH:27][cH:26][c:25]([Cl:24])[cH:30][c:29]2[S:31](=[O:32])(=[O:33])[N:34]([CH3:35])[CH3:36])[c:43]([Cl:44])[cH:42][n:41]1. Reactants: BrC1=CC=C(C=C1)C1=C(C(=NO1)C)C(CCCC1=CC=CC=C1)O (1-[5-(4-bromo-phenyl)-3-methyl-isoxazol-4-yl]-4-phenyl-butan-1-ol), C(C)OC(CC1=CC=C(C=C1)B1OC(C(O1)(C)C)(C)C)=O ([4-(4,4,5,5-tetramethyl-[1,3,2]dioxaborolan-2-yl)-phenyl]acetic acid ethyl ester). The product is C(C)OC(CC1=CC=C(C=C1)C1=CC=C(C=C1)C1=C(C(=NO1)C)C(CCCC1=CC=CC=C1)O)=O ({4′-[4-(1-Hydroxy-4-phenyl-butyl)-3-methyl-isoxazol-5-yl]-biphenyl-4-yl}-acetic acid ethyl ester). As a reaction SMILES: Br[C:2]1[CH:7]=[CH:6][C:5]([C:8]2[O:12][N:11]=[C:10]([CH3:13])[C:9]=2[CH:14]([OH:24])[CH2:15][CH2:16][CH2:17][C:18]2[CH:23]=[CH:22][CH:21]=[CH:20][CH:19]=2)=[CH:4][CH:3]=1.[CH2:25]([O:27][C:28](=[O:45])[CH2:29][C:30]1[CH:35]=[CH:34][C:33](B2OC(C)(C)C(C)(C)O2)=[CH:32][CH:31]=1)[CH3:26]>>[CH2:25]([O:27][C:28](=[O:45])[CH2:29][C:30]1[CH:35]=[CH:34][C:33]([C:2]2[CH:7]=[CH:6][C:5]([C:8]3[O:12][N:11]=[C:10]([CH3:13])[C:9]=3[CH:14]([OH:24])[CH2:15][CH2:16][CH2:17][C:18]3[CH:23]=[CH:22][CH:21]=[CH:20][CH:19]=3)=[CH:4][CH:3]=2)=[CH:32][CH:31]=1)[CH3:26]. Reported procedure: Prepared according to the procedure described in Example 110, Step 3, using 1-[5-(4-bromo-phenyl)-3-methyl-isoxazol-4-yl]-4-phenyl-butan-1-ol (Enantiomer A) and [4-(4,4,5,5-tetramethyl-[1,3,2]dioxaborolan-2-yl)-phenyl]acetic acid ethyl ester. Starting materials: CC1NC(=O)NN=C1c1ccc(NC(=O)CCCCl)cc1, [H-], [Na+], CN(C)C=O. The product is CC1NC(=O)NN=C1c1ccc(N2CCCC2=O)cc1. Reaction SMILES: [Cl:1][CH2:2][CH2:3][CH2:4][C:5](=[O:6])[NH:7][c:8]1[cH:9][cH:10][c:11]([C:14]2=[N:19][NH:18][C:17](=[O:20])[NH:16][CH:15]2[CH3:21])[cH:12][cH:13]1.[H-:22].[Na+:23].[O:24]=[CH:25][N:26]([CH3:27])[CH3:28]>>[CH2:2]1[CH2:3][CH2:4][C:5](=[O:6])[N:7]1[c:8]1[cH:9][cH:10][c:11]([C:14]2=[N:19][NH:18][C:17](=[O:20])[NH:16][CH:15]2[CH3:21])[cH:12][cH:13]1. Reactants: C(C1=CC=CC=C1)OC1=CC=C2C(=C(C=NC2=C1)[N+](=O)[O-])NCCNC(OC(C)(C)C)=O (tert-Butyl 2-[(7-benzyloxy-3-nitroquinolin-4-yl)amino]ethylcarbamate). The reagents and catalysts are [Pt] (platinum on carbon). Solvent: C(C)(=O)OCC (ethyl acetate). Product: NC=1C=NC2=CC(=CC=C2C1NCCNC(OC(C)(C)C)=O)OCC1=CC=CC=C1 (tert-butyl 2-[(3-amino-7-benzyloxyquinolin-4-yl)amino]ethylcarbamate). Yield: 94.6%. As a reaction SMILES: [CH2:1]([O:8][C:9]1[CH:18]=[C:17]2[C:12]([C:13]([NH:22][CH2:23][CH2:24][NH:25][C:26](=[O:32])[O:27][C:28]([CH3:31])([CH3:30])[CH3:29])=[C:14]([N+:19]([O-])=O)[CH:15]=[N:16]2)=[CH:11][CH:10]=1)[C:2]1[CH:7]=[CH:6][CH:5]=[CH:4][CH:3]=1>C(OCC)(=O)C.[Pt]>[NH2:19][C:14]1[CH:15]=[N:16][C:17]2[C:12]([C:13]=1[NH:22][CH2:23][CH2:24][NH:25][C:26](=[O:32])[O:27][C:28]([CH3:31])([CH3:30])[CH3:29])=[CH:11][CH:10]=[C:9]([O:8][CH2:1][C:2]1[CH:3]=[CH:4][CH:5]=[CH:6][CH:7]=1)[CH:18]=2. Reported procedure: tert-Butyl 2-[(7-benzyloxy-3-nitroquinolin-4-yl)amino]ethylcarbamate (40.0 g, 91.22 mmol) was dissolved in ethyl acetate (550 mL) and transferred to a Parr hydrogenation vessel charged with 5% platinum on carbon (10.68 g, 54.73 mmol, 0.03 eq). The vessel was purged with nitrogen gas and placed under hydrogen pressure (30 psi, 2.07×105 Pa) overnight. The catalyst was removed by filtration through a layer of CELITE filter aid and the filter cake was rinsed with methanol and dichloromethane. The fi... Reactants: C(C)(=O)OC1=CC=C2C(=C(C(C2=C1)=O)Br)C1=C(C=CC=C1)F (2-Bromo-3-(2-fluorophenyl)-1-oxo-1H-inden-6-yl acetate), C(C)(=O)OC1=CC=C2C(=C(C(C2=C1)=O)Br)C1=CC=CC=C1 (2-bromo-1-oxo-3-phenyl-1H-inden-6-yl acetate). The product is BrC=1C(C2=CC(=CC=C2C1C1=C(C=CC=C1)F)O)=O (2-Bromo-3-(2-fluorophenyl)-6-hydroxy-1H-inden-1-one). The yield is 93.0%. RXN SMILES: C([O:4][C:5]1[CH:13]=[C:12]2[C:8]([C:9]([C:16]3[CH:21]=[CH:20][CH:19]=[CH:18][C:17]=3[F:22])=[C:10]([Br:15])[C:11]2=[O:14])=[CH:7][CH:6]=1)(=O)C.C(OC1C=C2C(C(C3C=CC=CC=3)=C(Br)C2=O)=CC=1)(=O)C>>[Br:15][C:10]1[C:11](=[O:14])[C:12]2[C:8]([C:9]=1[C:16]1[CH:21]=[CH:20][CH:19]=[CH:18][C:17]=1[F:22])=[CH:7][CH:6]=[C:5]([OH:4])[CH:13]=2. Procedure: The procedure of Step 5 of Example 1 was repeated except for using 2-bromo-3-(2-fluorophenyl)-1-oxo-1H-inden-6-yl acetate obtained in Step 4 as a starting material instead of 2-bromo-1-oxo-3-phenyl-1H-inden-6-yl acetate to obtain the title compound (93%). Starting materials: C1CCNCC1, CCO, O=C1CSC(=O)N1, COc1cc(COc2nn(-c3ccccc3)cc2C=O)ccc1OCc1nc(-c2ccco2)oc1C. Product: COc1cc(COc2nn(-c3ccccc3)cc2C=C2SC(=O)NC2=O)ccc1OCc1nc(-c2ccco2)oc1C. Reaction SMILES: [CH2:44]1[CH2:45][CH2:46][NH:47][CH2:48][CH2:49]1.[CH3:50][CH2:51][OH:52].[O:37]=[C:38]1[CH2:39][S:40][C:41](=[O:42])[NH:43]1.[o:1]1[c:2](-[c:6]2[o:7][c:8]([CH3:36])[c:9]([CH2:11][O:12][c:13]3[c:14]([O:34][CH3:35])[cH:15][c:16]([CH2:17][O:18][c:19]4[n:20][n:21](-[c:26]5[cH:27][cH:28][cH:29][cH:30][cH:31]5)[cH:22][c:23]4[CH:24]=[O:25])[cH:32][cH:33]3)[n:10]2)[cH:3][cH:4][cH:5]1>>[o:1]1[c:2](-[c:6]2[o:7][c:8]([CH3:36])[c:9]([CH2:11][O:12][c:13]3[c:14]([O:34][CH3:35])[cH:15][c:16]([CH2:17][O:18][c:19]4[n:20][n:21](-[c:26]5[cH:27][cH:28][cH:29][cH:30][cH:31]5)[cH:22][c:23]4[CH:24]=[C:39]4[C:38](=[O:37])[NH:43][C:41](=[O:42])[S:40]4)[cH:32][cH:33]3)[n:10]2)[cH:3][cH:4][cH:5]1.